describe an organic reaction: reactants, conditions, products, and yield From a dataset of the Open Reaction Database (ORD), a public repository of structured organic reaction records. The reactants are CC(C)(C)OC(=O)N1CCNCC1, CN(C)C=O, ClC(Cl)Cl, O=[N+]([O-])c1ccc(F)c(Cl)c1, O. The product is CC(C)(C)OC(=O)N1CCN(c2ccc([N+](=O)[O-])cc2Cl)CC1. As a reaction SMILES: [C:12]([CH3:13])([CH3:14])([CH3:15])[O:16][C:17](=[O:18])[N:19]1[CH2:20][CH2:21][NH:22][CH2:23][CH2:24]1.[CH3:25][N:26]([CH3:27])[CH:28]=[O:29].[CH:31]([Cl:32])([Cl:33])[Cl:34].[Cl:1][c:2]1[cH:3][c:4]([N+:9](=[O:10])[O-:11])[cH:5][cH:6][c:7]1[F:8].[OH2:30]>>[Cl:1][c:2]1[cH:3][c:4]([N+:9](=[O:10])[O-:11])[cH:5][cH:6][c:7]1[N:22]1[CH2:21][CH2:20][N:19]([C:17]([O:16][C:12]([CH3:13])([CH3:14])[CH3:15])=[O:18])[CH2:24][CH2:23]1.